This data is from the Open Reaction Database (ORD), a public repository of structured organic reaction records. The task is: describe an organic reaction: reactants, conditions, products, and yield The reactants are Cl.NC(CCCC(C)(O)C)C (6-amino-2-methyl-2-heptanol hydrochloride), C1(=CC=CC=C1)S(=O)(=O)Cl (benzenesulphonyl chloride). The product is OC(CCCC(C)NS(=O)(=O)C1=CC=CC=C1)(C)C (N-[5-hydroxy-1,5-dimethylhexyl]benzenesulphonamide). Reaction SMILES: Cl.[NH2:2][CH:3]([CH3:11])[CH2:4][CH2:5][CH2:6][C:7]([CH3:10])([OH:9])[CH3:8].[C:12]1([S:18](Cl)(=[O:20])=[O:19])[CH:17]=[CH:16][CH:15]=[CH:14][CH:13]=1>>[OH:9][C:7]([CH3:10])([CH3:8])[CH2:6][CH2:5][CH2:4][CH:3]([NH:2][S:18]([C:12]1[CH:17]=[CH:16][CH:15]=[CH:14][CH:13]=1)(=[O:20])=[O:19])[CH3:11] |f:0.1|. Procedure: In this case, 6-amino-2-methyl-2-heptanol hydrochloride (381.6 g, i.e. 2.1 mol) is neutralized and reacted with 353 g of benzenesulphonyl chloride (2 mol) according to Example 1(a). Reactants: [N+](=O)([O-])/C=C/C1=CC=C(COC2=NC=CC=C2)C=C1 (2-(4-((E)-2-nitro-vinyl)-benzyloxy)-pyridine), [BH4-].[Na+] (sodium borohydride), [BH4-].[Na+] (sodium borohydride), Example 1-3-3, C(C)(=O)O (acetic acid). The solvent is CS(=O)C (dimethylsulfoxide). Run at time 15 minute. Yields the product [N+](=O)([O-])CCC1=CC=C(COC2=NC=CC=C2)C=C1 (2-(4-(2-Nitro-ethyl)-benzyloxy)-pyridine). Reaction SMILES: [N+:1](/[CH:4]=[CH:5]/[C:6]1[CH:19]=[CH:18][C:9]([CH2:10][O:11][C:12]2[CH:17]=[CH:16][CH:15]=[CH:14][N:13]=2)=[CH:8][CH:7]=1)([O-:3])=[O:2].C(O)(=O)C.[BH4-].[Na+]>CS(C)=O>[N+:1]([CH2:4][CH2:5][C:6]1[CH:19]=[CH:18][C:9]([CH2:10][O:11][C:12]2[CH:17]=[CH:16][CH:15]=[CH:14][N:13]=2)=[CH:8][CH:7]=1)([O-:3])=[O:2] |f:2.3|. Reported procedure: To a solution of 2-(4-((E)-2-nitro-vinyl)-benzyloxy)-pyridine described in Preparation Example 1-3-3 (21.0 g, 81.9 mmol), acetic acid (21 mL) and dimethylsulfoxide (200 mL) was added sodium borohydride (4.96 g, 131 mmol), while being suitably cooled at room temperature. After sodium borohydride was added, the cold bath was removed, the solution was stirred at room temperature for 15 minutes. The reaction solution was partitioned into water and ethyl acetate. The ethyl acetate layer was washed tw...